From a dataset of the Open Reaction Database (ORD), a public repository of structured organic reaction records. describe an organic reaction: reactants, conditions, products, and yield As a reaction SMILES: [Al+3:2].[CH2:7]([CH3:8])[O:9][c:10]1[cH:11][c:12](-[c:19]2[s:20][cH:21][c:22](-[c:24]3[c:25]([O:38][SiH:39]([CH3:40])[CH3:41])[c:26]([C:34](=[O:35])[O:36][CH3:37])[c:27]([C:30]([CH3:31])([CH3:32])[CH3:33])[cH:28][cH:29]3)[n:23]2)[cH:13][cH:14][c:15]1[O:16][CH2:17][CH3:18].[H-:1].[H-:4].[H-:5].[H-:6].[Li+:3].[Na+:43].[Na+:44].[O-:45][S:46](=[O:47])(=[O:48])[O-:49].[O:50]1[CH2:51][CH2:52][CH2:53][CH2:54]1.[OH2:42]>>[CH2:7]([CH3:8])[O:9][c:10]1[cH:11][c:12](-[c:19]2[s:20][cH:21][c:22](-[c:24]3[c:25]([O:38][SiH:39]([CH3:40])[CH3:41])[c:26]([CH2:34][OH:35])[c:27]([C:30]([CH3:31])([CH3:32])[CH3:33])[cH:28][cH:29]3)[n:23]2)[cH:13][cH:14][c:15]1[O:16][CH2:17][CH3:18]. The reactants are [Al+3], CCOc1ccc(-c2nc(-c3ccc(C(C)(C)C)c(C(=O)OC)c3O[SiH](C)C)cs2)cc1OCC, [H-], [H-], [H-], [H-], [Li+], [Na+], [Na+], O=S(=O)([O-])[O-], C1CCOC1, O. Yields the product CCOc1ccc(-c2nc(-c3ccc(C(C)(C)C)c(CO)c3O[SiH](C)C)cs2)cc1OCC. The reactants are N1(CCNCC1)C1=CC=C(C=C1)C1=CC=2C(=NC=CN2)N1 (6-(4-piperazin-1-ylphenyl)-5H-pyrrolo[2,3-b]pyrazine), O1CCN(CC1)CCCl (morpholinoethyl chloride), [OH-].[K+] (potassium hydroxide). Run in O (water), O (water). Run at time 8 hour. Yields the product N1(CCOCC1)CCN1CCN(CC1)C1=CC=C(C=C1)C1=CC=2C(=NC=CN2)N1 (6-[4-(4-{2-Morpholin-4-ylethyl}-piperazin-1-yl)phenyl]-5H-pyrrolo[2,3-b]pyrazine). Reaction SMILES: [N:1]1([C:7]2[CH:12]=[CH:11][C:10]([C:13]3[NH:21][C:16]4=[N:17][CH:18]=[CH:19][N:20]=[C:15]4[CH:14]=3)=[CH:9][CH:8]=2)[CH2:6][CH2:5][NH:4][CH2:3][CH2:2]1.[OH-].[K+].[O:24]1[CH2:29][CH2:28][N:27]([CH2:30][CH2:31]Cl)[CH2:26][CH2:25]1>O>[N:27]1([CH2:30][CH2:31][N:4]2[CH2:5][CH2:6][N:1]([C:7]3[CH:12]=[CH:11][C:10]([C:13]4[NH:21][C:16]5=[N:17][CH:18]=[CH:19][N:20]=[C:15]5[CH:14]=4)=[CH:9][CH:8]=3)[CH2:2][CH2:3]2)[CH2:28][CH2:29][O:24][CH2:25][CH2:26]1 |f:1.2|. Reported procedure: A mixture of 6-(4-piperazin-1-ylphenyl)-5H-pyrrolo[2,3-b]pyrazine (Example 49) and water (5 mL) was treated with potassium hydroxide (71 mg) and after complete solution this mixture was then treated with morpholinoethyl chloride (59 mg) and the resulting slurry was stirred at room temperature overnight. The reaction mixture was treated with water (100 mL). and then extracted three times with ethyl acetate (100 mL). The combined extracts were washed with brine and then evaporated. The residual or... As a reaction SMILES: C(OC(C1N(CC2C3C=C(F)C=CC=3SC=2)C2C(C=1CNC)=CC(F)=CC=2)=O)C.Cl.C([O:33][C:34]([C:36]1[N:37]([CH2:53][C:54]2[C:55]3[CH:62]=[C:61]([F:63])[CH:60]=[CH:59][C:56]=3[S:57][CH:58]=2)[C:38]2[C:43]([C:44]=1[CH2:45][N:46]([C:48]([O:50][CH3:51])=[O:49])[CH3:47])=[CH:42][C:41]([F:52])=[CH:40][CH:39]=2)=[O:35])C>>[F:52][C:41]1[CH:42]=[C:43]2[C:38](=[CH:39][CH:40]=1)[N:37]([CH2:53][C:54]1[C:55]3[CH:62]=[C:61]([F:63])[CH:60]=[CH:59][C:56]=3[S:57][CH:58]=1)[C:36]([C:34]([OH:35])=[O:33])=[C:44]2[CH2:45][N:46]([C:48]([O:50][CH3:51])=[O:49])[CH3:47]. Starting materials: C(C)OC(=O)C=1N(C2=CC=C(C=C2C1CNC)F)CC=1C2=C(SC1)C=CC(=C2)F (5-Fluoro-1-(5-fluoro-benzo[b]thiophen-3-ylmethyl)-3-methylaminomethyl-1H-indole-2-carboxylic acid ethyl ester), Cl (hydrogen chloride), C(C)OC(=O)C=1N(C2=CC=C(C=C2C1CN(C)C(=O)OC)F)CC=1C2=C(SC1)C=CC(=C2)F (5-fluoro-1-(5-fluoro-benzo[b]thiophen-3-ylmethyl)-3-[(methoxycarbonyl-methyl-amino)-methyl]-1H-indole-2-carboxylic acid ethyl ester). Reported procedure: 5-Fluoro-1-(5-fluoro-benzo[b]thiophen-3-ylmethyl)-3-methylaminomethyl-1H-indole-2-carboxylic acid ethyl ester; salt with hydrogen chloride was converted to 5-fluoro-1-(5-fluoro-benzo[b]thiophen-3-ylmethyl)-3-[(methoxycarbonyl-methyl-amino)-methyl]-1H-indole-2-carboxylic acid ethyl ester as described in Example 77.1. which was hydrolyzed as described in the general procedure B (Exp. 2.2) to give 5-fluoro-1-(5-fluoro-benzo[b]thiophen-3-ylmethyl)-3-[(methoxycarbonyl-methyl-amino)-methyl]-1H-indole-... The product is FC=1C=C2C(=C(N(C2=CC1)CC=1C2=C(SC1)C=CC(=C2)F)C(=O)O)CN(C)C(=O)OC (5-fluoro-1-(5-fluoro-benzo[b]thiophen-3-ylmethyl)-3-[(methoxycarbonyl-methyl-amino)-methyl]-1H-indole-2-carboxylic acid). Reactants: O=C([O-])[O-], OCCBr, CN(C)C=O, [K+], [K+], c1ccc(C(c2ccccc2)C2CCNCC2)cc1. Yields the product OCCN1CCC(C(c2ccccc2)c2ccccc2)CC1. As a reaction SMILES: [C:24](=[O:25])([O-:26])[O-:27].[CH2:1]([CH2:2][OH:3])[Br:4].[CH3:30][N:31]([CH3:32])[CH:33]=[O:34].[K+:28].[K+:29].[c:5]1([CH:11]([CH:12]2[CH2:13][CH2:14][NH:15][CH2:16][CH2:17]2)[c:18]2[cH:19][cH:20][cH:21][cH:22][cH:23]2)[cH:6][cH:7][cH:8][cH:9][cH:10]1>>[CH2:1]([CH2:2][OH:3])[N:15]1[CH2:14][CH2:13][CH:12]([CH:11]([c:5]2[cH:6][cH:7][cH:8][cH:9][cH:10]2)[c:18]2[cH:19][cH:20][cH:21][cH:22][cH:23]2)[CH2:17][CH2:16]1. Reactants: C(C)OC(COC1=CC=C(C=C1)NCC1=C(N=C(S1)C1=CC=C(C=C1)C(F)(F)F)C)=O ((4-{[4-methyl-2-(4-trifluoromethyl-phenyl)-thiazol-5-ylmethyl]-amino}-phenoxy)-acetic acid ethyl ester), NaH2PO3, C=O (formaldehyde), aqueous solution. Solvent: O1CCOCC1 (dioxane), O1CCOCC1 (dioxane). Reaction conditions: temperature 60 celsius. The product is C(C)OC(COC1=CC=C(C=C1)N(CC1=C(N=C(S1)C1=CC=C(C=C1)C(F)(F)F)C)C)=O ((4-{methyl-[4-methyl-2-(4-trifluoromethyl-phenyl)-thiazol-5-ylmethyl]-amino}-phenoxy)-acetic acid ethyl ester). Isolated yield 86.0%. RXN SMILES: [CH2:1]([O:3][C:4](=[O:31])[CH2:5][O:6][C:7]1[CH:12]=[CH:11][C:10]([NH:13][CH2:14][C:15]2[S:19][C:18]([C:20]3[CH:25]=[CH:24][C:23]([C:26]([F:29])([F:28])[F:27])=[CH:22][CH:21]=3)=[N:17][C:16]=2[CH3:30])=[CH:9][CH:8]=1)[CH3:2].[CH2:32]=O>O1CCOCC1>[CH2:1]([O:3][C:4](=[O:31])[CH2:5][O:6][C:7]1[CH:12]=[CH:11][C:10]([N:13]([CH3:32])[CH2:14][C:15]2[S:19][C:18]([C:20]3[CH:21]=[CH:22][C:23]([C:26]([F:29])([F:27])[F:28])=[CH:24][CH:25]=3)=[N:17][C:16]=2[CH3:30])=[CH:9][CH:8]=1)[CH3:2]. Reported procedure: A solution of (4-{[4-methyl-2-(4-trifluoromethyl-phenyl)-thiazol-5-ylmethyl]-amino}-phenoxy)-acetic acid ethyl ester (0.09 g, 0.2 mmol) in dioxane (1 mL) was treated with 1N NaH2PO3 solution (1 ml) and a 37% aqueous solution of formaldehyde (1 ml). The mixture was heated to 60° C. for 7.5 h. Additional dioxane (1 ml) was added and heated for 11.5 h. The mixture was extracted with aqueous saturated NaHCO3 solution/Et2O (3×). The organic phases were washed with aqueous 10% NaCl, dried (Na2SO4) and...